From a dataset of the Open Reaction Database (ORD), a public repository of structured organic reaction records. describe an organic reaction: reactants, conditions, products, and yield Starting materials: FC(C=1C=C(C=C(C1)C(F)(F)F)[C@@H]1[C@@H](N(C(O1)=O)CC1=C(C=CC(=C1)C(F)(F)F)I)C)(F)F ((4S,5R)-5-[3,5-bis(trifluoromethyl)phenyl]-3-[2-iodo-5-(trifluoromethyl)benzyl]-4-methyl-1,3-oxazolidin-2-one), BrC=1C=CC(=C(C1)B(O)O)F ((5-bromo-2-fluorophenyl)boronic acid), C1(=CC=CC=C1)C (toluene), C([O-])([O-])=O.[Na+].[Na+] (sodium carbonate). Reagents/catalysts: [Pd].C1(=CC=CC=C1)P(C1=CC=CC=C1)C1=CC=CC=C1.C1(=CC=CC=C1)P(C1=CC=CC=C1)C1=CC=CC=C1.C1(=CC=CC=C1)P(C1=CC=CC=C1)C1=CC=CC=C1.C1(=CC=CC=C1)P(C1=CC=CC=C1)C1=CC=CC=C1 (tetrakis (triphenylphosphine) palladium(0)). The solvent is C(C)O (ethanol). Reaction conditions: temperature 20 celsius, time 30 minute. The product is FC(C=1C=C(C=C(C1)C(F)(F)F)[C@@H]1[C@@H](N(C(O1)=O)CC1=C(C=CC(=C1)C(F)(F)F)C1=C(C=CC(=C1)Br)F)C)(F)F ((4S,5R)-5-[3,5-bis(trifluoromethyl)phenyl]-3-{[5′-bromo-2′-fluoro-4-(trifluoromethyl)biphenyl-2-yl]methyl}-4-methyl-1,3-oxazolidin-2-one). Reaction SMILES: [F:1][C:2]([F:33])([F:32])[C:3]1[CH:4]=[C:5]([C@H:13]2[O:17][C:16](=[O:18])[N:15]([CH2:19][C:20]3[CH:25]=[C:24]([C:26]([F:29])([F:28])[F:27])[CH:23]=[CH:22][C:21]=3I)[C@H:14]2[CH3:31])[CH:6]=[C:7]([C:9]([F:12])([F:11])[F:10])[CH:8]=1.[Br:34][C:35]1[CH:36]=[CH:37][C:38]([F:44])=[C:39](B(O)O)[CH:40]=1.C1(C)C=CC=CC=1.C(=O)([O-])[O-].[Na+].[Na+]>[Pd].C1(P(C2C=CC=CC=2)C2C=CC=CC=2)C=CC=CC=1.C1(P(C2C=CC=CC=2)C2C=CC=CC=2)C=CC=CC=1.C1(P(C2C=CC=CC=2)C2C=CC=CC=2)C=CC=CC=1.C1(P(C2C=CC=CC=2)C2C=CC=CC=2)C=CC=CC=1.C(O)C>[F:1][C:2]([F:33])([F:32])[C:3]1[CH:4]=[C:5]([C@H:13]2[O:17][C:16](=[O:18])[N:15]([CH2:19][C:20]3[CH:25]=[C:24]([C:26]([F:29])([F:28])[F:27])[CH:23]=[CH:22][C:21]=3[C:37]3[CH:36]=[C:35]([Br:34])[CH:40]=[CH:39][C:38]=3[F:44])[C@H:14]2[CH3:31])[CH:6]=[C:7]([C:9]([F:12])([F:11])[F:10])[CH:8]=1 |f:3.4.5,6.7.8.9.10|. Procedure: (4S,5R)-5-[3,5-bis(trifluoromethyl)phenyl]-3-[2-iodo-5-(trifluoromethyl)benzyl]-4-methyl-1,3-oxazolidin-2-one (500 mg, 0.837 mmol) was mixed with (5-bromo-2-fluorophenyl)boronic acid (211 mg, 0.963 mmol), toluene (5 mL), ethanol (278 μL) and sodium carbonate aqueous solution (2M, 0.89 mL, 1.78 mmol). The resulting mixture was stirred at 20° C. for 30 min followed by addition of tetrakis (triphenylphosphine) palladium(0) (43.5 mg, 0.0376 mmol, 4.5 mol %). The reaction mixture was heated in a 90° ... Starting materials: CC(C)([O-])C.[K+] (potassium t-butoxide), C(#N)C=1C=C2C(C(NC2=CC1)=S)C (5-cyano-3-methylthiooxindole), O1CCCC1 (tetrahydrofuran). Run at time 15 hour. Product: C(#N)C=1C=C2C(C(NC2=CC1)=O)=O (5-cyanoisatin). Isolated yield 35.0%. RXN SMILES: [CH3:1][C:2](C)([O-:4])[CH3:3].[K+].[C:7]([C:9]1[CH:10]=C2[C:15](=[CH:16][CH:17]=1)[NH:14]C(=S)C2C)#[N:8].[O:20]1CCCC1>>[C:7]([C:9]1[CH:10]=[C:1]2[C:15](=[CH:16][CH:17]=1)[NH:14][C:3](=[O:20])[C:2]2=[O:4])#[N:8] |f:0.1|. Reported procedure: According to the general procedure, using an equimolar amount of potassium t-butoxide, 0.62 g of 5-cyano-3-methylthiooxindole in 200 ml of dry tetrahydrofuran was stirred and aerated for 9 h at 0° C. and 15 h at 25° C. Acidification with 0.25 ml of conc. hydrochloric acid in 25 ml of water, followed by extraction with ether and standard workup (vide supra), gave an orange solid. Recrystallization from 95% ethanol gave 0.18 g (35% yield) of 5-cyanoisatin, mp 273°-274° C. (dec.). Reactants: Cl.CN(CCCN=C=NCC)C (1-(3-dimethylaminopropyl)-3-ethylcarbodiimide hydrochloride), Cl.NC1C(N(C2=CC(=CC=C12)OC)C1=CC=C(C=C1)F)=O (3-amino-1-(4-fluorophenyl)-2,3-dihydro-6-methoxy-1H-indol-2-one hydrochloride), C1=NC(=CC2=CC=CC=C12)C(=O)[O-].[Na+] (sodium isoquinoline-3-carboxylate), ON1N=NC2=C1C=CC=C2 (1-hydroxybenzotriazole). Run in CN(C=O)C (dimethylformamide). Conditions: time 30 minute. The product is FC1=CC=C(C=C1)N1C(C(C2=CC=C(C=C12)OC)NC(=O)C=1N=CC2=CC=CC=C2C1)=O (N-[1(4-fluorophenyl)-2,3-dihydro-6-methoxy-2-oxo-1H-indol-3-yl]-3-isoquinolinecarboxamide). Isolated yield 93.9%. As a reaction SMILES: Cl.[NH2:2][CH:3]1[C:11]2[C:6](=[CH:7][C:8]([O:12][CH3:13])=[CH:9][CH:10]=2)[N:5]([C:14]2[CH:19]=[CH:18][C:17]([F:20])=[CH:16][CH:15]=2)[C:4]1=[O:21].[CH:22]1[C:31]2[C:26](=[CH:27][CH:28]=[CH:29][CH:30]=2)[CH:25]=[C:24]([C:32]([O-])=[O:33])[N:23]=1.[Na+].ON1C2C=CC=CC=2N=N1.Cl.CN(C)CCCN=C=NCC>CN(C)C=O>[F:20][C:17]1[CH:18]=[CH:19][C:14]([N:5]2[C:6]3[C:11](=[CH:10][CH:9]=[C:8]([O:12][CH3:13])[CH:7]=3)[CH:3]([NH:2][C:32]([C:24]3[N:23]=[CH:22][C:31]4[C:26]([CH:25]=3)=[CH:27][CH:28]=[CH:29][CH:30]=4)=[O:33])[C:4]2=[O:21])=[CH:15][CH:16]=1 |f:0.1,2.3,5.6|. Procedure details: To a stirred suspension of 2.00 g of 3-amino-1-(4-fluorophenyl)-2,3-dihydro-6-methoxy-1H-indol-2-one hydrochloride, 1.33 g of sodium isoquinoline-3-carboxylate and 0.88 g of 1-hydroxybenzotriazole in 10 ml of anhydrous dimethylformamide was added 1.49 g of 1-(3-dimethylaminopropyl)-3-ethylcarbodiimide hydrochloride under ice cooling. The whole was stirred for 30 minutes. The reaction mixture was extracted by pouring a mixed solvent of ethyl acetate-tetrahydrofuran (2:1). The extract was washed w... Isolated yield 65.1%. The reagents and catalysts are [Pd] (palladium). The product is NCC1=CC=CC(=N1)C1=NC(=CC(=C1)C1=CC=C(C=C1)OC)C1=NC=CC=C1 (6-Aminomethyl-4'-(4-methoxyphenyl)-2,2':6',2"-terpyridine). Starting materials: C(#N)C1=CC=CC(=N1)C1=NC(=CC(=C1)C1=CC=C(C=C1)OC)C1=NC=CC=C1 (6-Cyano-4'-(4-methoxyphenyl)-2,2':6',2"-terpyridine), [H][H] (hydrogen). Reaction SMILES: [C:1]([C:3]1[N:8]=[C:7]([C:9]2[CH:14]=[C:13]([C:15]3[CH:20]=[CH:19][C:18]([O:21][CH3:22])=[CH:17][CH:16]=3)[CH:12]=[C:11]([C:23]3[CH:28]=[CH:27][CH:26]=[CH:25][N:24]=3)[N:10]=2)[CH:6]=[CH:5][CH:4]=1)#[N:2].[H][H]>C(O)(=O)C.[Pd]>[NH2:2][CH2:1][C:3]1[N:8]=[C:7]([C:9]2[CH:14]=[C:13]([C:15]3[CH:20]=[CH:19][C:18]([O:21][CH3:22])=[CH:17][CH:16]=3)[CH:12]=[C:11]([C:23]3[CH:28]=[CH:27][CH:26]=[CH:25][N:24]=3)[N:10]=2)[CH:6]=[CH:5][CH:4]=1. Solvent: C(C)(=O)O (acetic acid). Procedure: 6-Cyano-4'-(4-methoxyphenyl)-2,2':6',2"-terpyridine (1 mmol) in 33 ml of glacial acetic acid was reduced with hydrogen in the presence of 0.1 g of 10% palladium catalyst on carbon in a Parr apparatus at 40-50 psi and 40°-45° C. for three days. The catalyst was removed by filtration under nitrogen, and the product was purified using a silica gel column by elution with 2.5% ammonium hydroxide/5% methanol/92.5% methylene chloride to yield 0.24 g (65%) of product as a hemi-hydrate. 1H NMR (CDCl3): 1... The reactants are O=C(C(=O)O)CCC1=CC=CC=C1 (2-Oxo-4-phenylbutyric acid), N[C@@H](C)C(=O)N(CC(=O)O)C1=CSC=C1 (L-alanyl-N-(3-thienyl)glycine), C(#N)[BH3-].[Na+] (sodium cyanoborohydride). Product: C(=O)(O)C(CCC1=CC=CC=C1)N[C@@H](C)C(=O)N(CC(=O)O)C1=CSC=C1 (N-(1-carboxy-3-phenylpropyl)-L-alanyl-N-(3-thienyl)glycine). RXN SMILES: O=[C:2]([CH2:6][CH2:7][C:8]1[CH:13]=[CH:12][CH:11]=[CH:10][CH:9]=1)[C:3]([OH:5])=[O:4].[NH2:14][C@H:15]([C:17]([N:19]([C:24]1[CH:28]=[CH:27][S:26][CH:25]=1)[CH2:20][C:21]([OH:23])=[O:22])=[O:18])[CH3:16].C([BH3-])#N.[Na+]>>[C:3]([CH:2]([NH:14][C@H:15]([C:17]([N:19]([C:24]1[CH:28]=[CH:27][S:26][CH:25]=1)[CH2:20][C:21]([OH:23])=[O:22])=[O:18])[CH3:16])[CH2:6][CH2:7][C:8]1[CH:13]=[CH:12][CH:11]=[CH:10][CH:9]=1)([OH:5])=[O:4] |f:2.3|. Procedure: 2-Oxo-4-phenylbutyric acid and L-alanyl-N-(3-thienyl)glycine are condensed in the presence of sodium cyanoborohydride to yield N-(1-carboxy-3-phenylpropyl)-L-alanyl-N-(3-thienyl)glycine.